Dataset: the Open Reaction Database (ORD), a public repository of structured organic reaction records. Task: describe an organic reaction: reactants, conditions, products, and yield Starting materials: COc1cc(C=C(C)C)ccc1C(=O)Cl, CN(C)C=O, [Cu], CCCCI, [Zn], c1ccccc1, c1ccc(P(c2ccccc2)(c2ccccc2)[Pd](P(c2ccccc2)(c2ccccc2)c2ccccc2)(P(c2ccccc2)(c2ccccc2)c2ccccc2)P(c2ccccc2)(c2ccccc2)c2ccccc2)cc1. The product is CCCCC(=O)c1ccc(C=C(C)C)cc1OC. As a reaction SMILES: [CH3:11][O:12][c:13]1[c:14]([C:15](=[O:16])[Cl:17])[cH:18][cH:19][c:20]([CH:22]=[C:23]([CH3:24])[CH3:25])[cH:21]1.[CH3:6][N:7]([CH3:8])[CH:9]=[O:10].[Cu:32].[I:1][CH2:2][CH2:3][CH2:4][CH3:5].[Zn:33].[cH:26]1[cH:27][cH:28][cH:29][cH:30][cH:31]1.[cH:34]1[cH:35][cH:36][c:37]([P:38]([Pd:39]([P:40]([c:41]2[cH:42][cH:43][cH:44][cH:45][cH:46]2)([c:47]2[cH:48][cH:49][cH:50][cH:51][cH:52]2)[c:53]2[cH:54][cH:55][cH:56][cH:57][cH:58]2)([P:59]([c:60]2[cH:61][cH:62][cH:63][cH:64][cH:65]2)([c:66]2[cH:67][cH:68][cH:69][cH:70][cH:71]2)[c:72]2[cH:73][cH:74][cH:75][cH:76][cH:77]2)[P:78]([c:79]2[cH:80][cH:81][cH:82][cH:83][cH:84]2)([c:85]2[cH:86][cH:87][cH:88][cH:89][cH:90]2)[c:91]2[cH:92][cH:93][cH:94][cH:95][cH:96]2)([c:97]2[cH:98][cH:99][cH:100][cH:101][cH:102]2)[c:103]2[cH:104][cH:105][cH:106][cH:107][cH:108]2)[cH:109][cH:110]1>>[CH2:2]([CH2:3][CH2:4][CH3:5])[C:15]([c:14]1[c:13]([O:12][CH3:11])[cH:21][c:20]([CH:22]=[C:23]([CH3:24])[CH3:25])[cH:19][cH:18]1)=[O:16]. The reactants are ClCc1ccc(Cl)c(Cl)c1, [K+], [K+], O=C([O-])[O-], CN(C)C=O, Cc1cc(C=O)ccc1O. Yields the product Cc1cc(C=O)ccc1OCc1ccc(Cl)c(Cl)c1. RXN SMILES: [Cl:1][CH2:2][c:3]1[cH:4][c:5]([Cl:10])[c:6]([Cl:9])[cH:7][cH:8]1.[K+:21].[K+:22].[O-:23][C:24]([O-:25])=[O:26].[O:27]=[CH:28][N:29]([CH3:30])[CH3:31].[OH:11][c:12]1[c:13]([CH3:20])[cH:14][c:15]([CH:16]=[O:17])[cH:18][cH:19]1>>[CH2:2]([c:3]1[cH:4][c:5]([Cl:10])[c:6]([Cl:9])[cH:7][cH:8]1)[O:11][c:12]1[c:13]([CH3:20])[cH:14][c:15]([CH:16]=[O:17])[cH:18][cH:19]1.